This data is from the Open Reaction Database (ORD), a public repository of structured organic reaction records. The task is: describe an organic reaction: reactants, conditions, products, and yield Starting materials: [H-].C(C(C)C)[Al+]CC(C)C (Diisobutylaluminium hydride), [OH-].[Na+] (sodium hydroxide), C(#N)C=1C=C(CN(C)C)C=CC1 (3-cyano-(N,N-dimethyl)benzylamine), CO (methanol). The solvent is C1(=CC=CC=C1)C (toluene), CO.O (methanol water). Reaction conditions: time 2 hour. Yields the product CN(C)CC=1C=C(C=O)C=CC1 (3-(N,N-Dimethyl)aminomethylbenzaldehyde). As a reaction SMILES: [H-].C([Al+]CC(C)C)C(C)C.[C:11]([C:13]1[CH:14]=[C:15]([CH:20]=[CH:21][CH:22]=1)[CH2:16][N:17]([CH3:19])[CH3:18])#N.C[OH:24].[OH-].[Na+]>C1(C)C=CC=CC=1.CO.O>[CH3:18][N:17]([CH2:16][C:15]1[CH:14]=[C:13]([CH:22]=[CH:21][CH:20]=1)[CH:11]=[O:24])[CH3:19] |f:0.1,4.5,7.8|. Procedure: Diisobutylaluminium hydride (1.0M solution in toluene, 20 ml, 20 mmol) was added dropwise to a solution of 3-cyano-(N,N-dimethyl)benzylamine [Example K(a)] (3.20 g, 20 mmol) in toluene (50 ml). The mixture was stirred at room temperature for 2 h., methanol (30 ml) was cautiously added, followed by methanol/water (1:1, 40 ml) and 10% aqueous sodium hydroxide (100 ml). The mixture was extracted twice with diethyl ether, washed with saturated aqueous sodium chloride, dried over sodium sulphate and ... The reactants are FC1=CC2=C(C(CO2)N)C=C1 (rac-6-fluoro-2,3-dihydro-benzofuran-3-ylamine), ClC1=NC2=CC=C(C=C2C=C1)[N+](=O)[O-] (2-chloro-6-nitro-quinoline), C(C)N(C(C)C)C(C)C (N-ethyldiisopropylamine). Solvent: CN1C(CCC1)=O (N-methyl-2-pyrrolidinone). Run at temperature 140 celsius, time 2 hour. Yields the product FC1=CC2=C(C(CO2)NC2=NC3=CC=C(C=C3C=C2)[N+](=O)[O-])C=C1 (rac-(6-Fluoro-2,3-dihydro-benzofuran-3-yl)-(6-nitro-quinolin-2-yl)-amine). Isolated yield 40.1%. As a reaction SMILES: Cl[C:2]1[CH:11]=[CH:10][C:9]2[C:4](=[CH:5][CH:6]=[C:7]([N+:12]([O-:14])=[O:13])[CH:8]=2)[N:3]=1.[F:15][C:16]1[CH:25]=[CH:24][C:19]2[CH:20]([NH2:23])[CH2:21][O:22][C:18]=2[CH:17]=1.C(N(C(C)C)C(C)C)C>CN1CCCC1=O>[F:15][C:16]1[CH:25]=[CH:24][C:19]2[CH:20]([NH:23][C:2]3[CH:11]=[CH:10][C:9]4[C:4](=[CH:5][CH:6]=[C:7]([N+:12]([O-:14])=[O:13])[CH:8]=4)[N:3]=3)[CH2:21][O:22][C:18]=2[CH:17]=1. Procedure details: A mixture of 2-chloro-6-nitro-quinoline (1.6 g, 7.67 mmol) in N-methyl-2-pyrrolidinone (15 ml) with the above described rac-6-fluoro-2,3-dihydro-benzofuran-3-ylamine (1.3 g, 8.43 mmol) and N-ethyldiisopropylamine (1.96 ml, 11.5 mmol) was stirred at 140° C. for 2 h. Cooled to room temperature, poured onto water and extracted twice with Ethyl acetate, dried over sodium sulfate and evaporated totally to give a crude product which was purified by silica gel column chromatography with heptane/dichlor... Product: 2g, COC(=O)[C@@]1(OC2=C(CC1)C(=C(C(=C2C)C)O)C)C ((R)-(+)-3,4-dihydro-6-hydroxy-2,5,7,8-tetramethyl-2H-1-benzopyran-2-carboxylic acid methyl ester). Run in O (water), CO (methanol). Procedure details: A solution of 2g(8 mmoles) of optically pure (R)-(+)-3,4-dihydro-6-hydroxy-2,5,7,8-tetramethyl-2H-1-benzopyran-2-carboxylic acid; [α]D25 + 65.84° (c 1.18, C2H5OH) and 0.1g of p-toluenesulfonic acid monohydrate in 40 ml of methanol was stirred and refluxed for 3.75 hr. After cooling, the solution was diluted with water and worked-up with ether in the usual manner (the ether extracts were additionally washed with saturated aqueous sodium bicarbonate solution) giving 2g (94.7%) of (R)-(+)-3,4-dihyd... The yield is 94.7%. Reactants: CCOCC (ether), C(C)O (C2H5OH), O.C1(=CC=C(C=C1)S(=O)(=O)O)C (p-toluenesulfonic acid monohydrate), 2g, OC=1C(=C(C2=C(CC[C@@](O2)(C(=O)O)C)C1C)C)C ((R)-(+)-3,4-dihydro-6-hydroxy-2,5,7,8-tetramethyl-2H-1-benzopyran-2-carboxylic acid), CCOCC (ether). Reaction SMILES: [OH:1][C:2]1[C:3]([CH3:18])=[C:4]([CH3:17])[C:5]2[O:10][C@@:9]([CH3:14])([C:11]([OH:13])=[O:12])[CH2:8][CH2:7][C:6]=2[C:15]=1[CH3:16].[CH2:19](O)C.O.C1(C)C=CC(S(O)(=O)=O)=CC=1.CCOCC>CO.O>[CH3:19][O:12][C:11]([C@@:9]1([CH3:14])[CH2:8][CH2:7][C:6]2[C:15]([CH3:16])=[C:2]([OH:1])[C:3]([CH3:18])=[C:4]([CH3:17])[C:5]=2[O:10]1)=[O:13] |f:2.3|. The reactants are FC1=CC=C(C(=O)C2=CC=C(C=C2)F)C=C1 (4,4'-difluorobenzophenone), FC(C(=O)C)(F)F (1,1,1-trifluoroacetone), [Li] (Lithium). The reagents and catalysts are [Cl-].[Cl-].[Cl-].[Ti+3] (titanium trichloride). Run in O1CCCC1 (tetrahydrofuran), O1CCCC1 (tetrahydrofuran), CCCCCC (hexane). Run at time 2 hour. Yields the product FC(C(=C(C1=CC=C(C=C1)F)C1=CC=C(C=C1)F)C)(F)F (3,3,3-Trifluoro-1,1-bis(4-fluorophenyl)-2-methylpropene). The yield is 23.5%. As a reaction SMILES: [Li].[F:2][C:3]1[CH:17]=[CH:16][C:6]([C:7]([C:9]2[CH:14]=[CH:13][C:12]([F:15])=[CH:11][CH:10]=2)=O)=[CH:5][CH:4]=1.[F:18][C:19]([F:24])([F:23])[C:20]([CH3:22])=O>O1CCCC1.CCCCCC.[Cl-].[Cl-].[Cl-].[Ti+3]>[F:18][C:19]([F:24])([F:23])[C:20]([CH3:22])=[C:7]([C:9]1[CH:14]=[CH:13][C:12]([F:15])=[CH:11][CH:10]=1)[C:6]1[CH:16]=[CH:17][C:3]([F:2])=[CH:4][CH:5]=1 |f:5.6.7.8,^1:0|. Procedure: Lithium (1.94 g, 280 mmol) was added to a suspension of titanium trichloride (12.3 g, 80 mmol) in 250 mL tetrahydrofuran. After the initial exothermic reaction had subsided, the mixture was heated at reflux for 2 hours. After cooling to 25° C. a solution of 4,4'-difluorobenzophenone (2.18 g, 10 mmol) and 1,1,1-trifluoroacetone (4.48 g, 40 mmol) in 30 mL tetrahydrofuran was added and the mixture stirred for 2 hours. The mixture was then refluxed for 20 hours. The mixture was cooled and diluted wi...